This data is from the Open Reaction Database (ORD), a public repository of structured organic reaction records. The task is: describe an organic reaction: reactants, conditions, products, and yield Starting materials: [OH-].[Na+] (sodium hydroxide), CC=1C=NC=CC1C (3,4-Dimethylpyridine), ice water, BrBr (bromine). The solvent is ice. Conditions: temperature 155 celsius. Product: BrC=1C=NC=C(C1C)C (3-bromo-4,5-dimethylpyridine). RXN SMILES: [CH3:1][C:2]1[CH:3]=[N:4][CH:5]=[CH:6][C:7]=1[CH3:8].[Br:9]Br.[OH-].[Na+]>>[Br:9][C:6]1[CH:5]=[N:4][CH:3]=[C:2]([CH3:1])[C:7]=1[CH3:8] |f:2.3|. Procedure details: 3,4-Dimethylpyridine (20 g, 0.186 mol) was added slowly to ice cold oleum (400 mL) with vigorous stirring. The solution was heated to 155° C. and bromine (12.2 mL, 0.223 mol) was added drop wise very slowly. The reaction mass was heated at 155° C. for 24 h. After cooling to room temperature, the mixture was carefully poured into ice water and basified using 10% aqueous sodium hydroxide solution. The compound was then extracted with ethyl acetate (2×500 mL). The organic solution was dried over so... The reactants are C(C)(C)(C)OC(NC[C@@H]1CC[C@H](CC1)CN=[N+]=[N-])=O (trans-(4-Azidomethyl-cyclohexylmethyl)-carbamic acid tert-butyl ester), [H][H] (hydrogen). The reagents and catalysts are [Pt]=O (platinumoxide). Run in C(C)(=O)OCC (ethyl acetate). The product is C(C)(C)(C)OC(NC[C@@H]1CC[C@H](CC1)CN)=O (trans-(4-aminomethyl-cyclohexylmethyl)-carbamic acid tert-butyl ester). Reaction SMILES: [C:1]([O:5][C:6](=[O:19])[NH:7][CH2:8][C@H:9]1[CH2:14][CH2:13][C@H:12]([CH2:15][N:16]=[N+]=[N-])[CH2:11][CH2:10]1)([CH3:4])([CH3:3])[CH3:2].[H][H]>C(OCC)(=O)C.[Pt]=O>[C:1]([O:5][C:6](=[O:19])[NH:7][CH2:8][C@H:9]1[CH2:10][CH2:11][C@H:12]([CH2:15][NH2:16])[CH2:13][CH2:14]1)([CH3:4])([CH3:2])[CH3:3]. Procedure details: trans-(4-Azidomethyl-cyclohexylmethyl)-carbamic acid tert-butyl ester (24 g) in ethyl acetate (1 liter) is hydrogenated over platinumoxide (2.4 g) at ambient temperature under atmospheric pressure of hydrogen. The catalyst is filtered-off and the filtrate concentrated to yield trans-(4-aminomethyl-cyclohexylmethyl)-carbamic acid tert-butyl ester as an oil. Rf(C2) 0.41. The reactants are ClC=1N=CC2=C(N1)OC(=N2)C2=CC(=C(C(=C2)C)OC)C (5-Chloro-2-(4-methoxy-3,5-dimethyl-phenyl)-oxazolo[5,4-d]pyrimidine), BrC1=CC=C(C(=O)Cl)C=C1 (4-bromo benzoyl chloride). The product is BrC1=CC=C(C=C1)C=1OC=2N=C(N=CC2N1)Cl (2-(4-Bromo-phenyl)-5-chloro-oxazolo[5,4-d]pyrimidine). RXN SMILES: [Cl:1][C:2]1[N:3]=[CH:4][C:5]2[N:10]=[C:9]([C:11]3[CH:16]=[C:15](C)[C:14](OC)=[C:13](C)[CH:12]=3)[O:8][C:6]=2[N:7]=1.[Br:21]C1C=CC(C(Cl)=O)=CC=1>>[Br:21][C:14]1[CH:15]=[CH:16][C:11]([C:9]2[O:8][C:6]3[N:7]=[C:2]([Cl:1])[N:3]=[CH:4][C:5]=3[N:10]=2)=[CH:12][CH:13]=1. Procedure: The title compound was prepared analogously as described in example 1, steps (a) and (b), using 4-bromo benzoyl chloride in step (a). The reactants are 87L, N(=[N+]=[N-])C[C@H](O)C1=CC=C(C=2NC(SC21)=O)O (7-[(1R)-2-Azido-1-hydroxy-ethyl]-4-hydroxy-3H-benzothiazol-2-one), C(C)O (ethanol). The reagents and catalysts are catalyst, [Pd] (Palladium on carbon). Conditions: time 48 hour. Yields the product C(C)(=O)O.NC[C@H](O)C1=CC=C(C=2NC(SC21)=O)O (7-[(1R)-2-Amino-1-hydroxy-ethyl]-4-hydroxy-3H-benzothiazol-2-one, acetate salt). RXN SMILES: [N:1]([CH2:4][C@@H:5]([C:7]1[C:15]2[S:14][C:13](=[O:16])[NH:12][C:11]=2[C:10]([OH:17])=[CH:9][CH:8]=1)[OH:6])=[N+]=[N-].C([OH:20])C>[Pd]>[C:10]([OH:17])(=[O:20])[CH3:11].[NH2:1][CH2:4][C@@H:5]([C:7]1[C:15]2[S:14][C:13](=[O:16])[NH:12][C:11]=2[C:10]([OH:17])=[CH:9][CH:8]=1)[OH:6] |f:3.4|. Reported procedure: 5% Palladium on carbon type 87L paste (22 g) was added to 7-[(1R)-2-azido-1-hydroxy-ethyl]-4-hydroxy-3H-benzothiazol-2-one (example 1, step c) (225 g) dissolved in ethanol (3 L). The reaction was stirred under hydrogen (3 bar) for 48 h. A further 10 g of the catalyst was added and hydrogenation continued for a further 5 days. The reaction mixture was filtered and the solid (product+catalyst) suspended in ethanol (2.5 L) then acetic acid (150 mL) was added and the whole stirred overnight. The mix... Starting materials: CC1=CC2=C(C(C3=C(C=C2)C=C(C=C3)C)C=3C(NC(NC3)=O)=O)C=C1 (5-[2,8-Dimethyl-5H-dibenzo[a,d]cyclohepten-5-yl]-2,4(1H,3H)-pyrimidinedione), C(C)OC(=O)C=1OC(=CC1)CBr (5-bromomethyl-2-furancarboxylic acid ethyl ester). Yields the product CC1=CC2=C(C(C3=C(C=C2)C=C(C=C3)C)C=3C(NC(N(C3)CC3=CC=C(O3)C(=O)OCC)=O)=O)C=C1 (5-[[5-{2,8-Dimethyl-5H-dibenzo[a,d]cyclohepten-5-yl}-3,4-dihydro-2,4-dioxo-1(2H)-pyrimidinyl]methyl]-2-furancarboxylic acid, ethyl ester). RXN SMILES: [CH3:1][C:2]1[CH:25]=[CH:24][C:5]2[CH:6]([C:16]3[C:17](=[O:23])[NH:18][C:19](=[O:22])[NH:20][CH:21]=3)[C:7]3[CH:14]=[CH:13][C:12]([CH3:15])=[CH:11][C:8]=3[CH:9]=[CH:10][C:4]=2[CH:3]=1.[CH2:26]([O:28][C:29]([C:31]1[O:32][C:33]([CH2:36]Br)=[CH:34][CH:35]=1)=[O:30])[CH3:27]>>[CH3:1][C:2]1[CH:25]=[CH:24][C:5]2[CH:6]([C:16]3[C:17](=[O:23])[NH:18][C:19](=[O:22])[N:20]([CH2:36][C:33]4[O:32][C:31]([C:29]([O:28][CH2:26][CH3:27])=[O:30])=[CH:35][CH:34]=4)[CH:21]=3)[C:7]3[CH:14]=[CH:13][C:12]([CH3:15])=[CH:11][C:8]=3[CH:9]=[CH:10][C:4]=2[CH:3]=1. Reported procedure: The subtitle compound was prepared from the product of example 8 step (i) (2.3 g) and 5-bromomethyl-2-furancarboxylic acid ethyl ester (J. Chem. Soc. Perkin Trans. 1, 1981, 1125, Bull. Chem. Soc. Jpn. 1987, 60, 1807) (2.3 g) according to the method of example 1 step (iv). Purification was by chromatography eluting with 25% ethyl acetate in toluene. Yield 1.8 g. Used directly in the next step. The reactants are CC(=O)O, Cc1ccccc1, COC(=O)c1cc(OC)cc(OC)c1, COC(=O)Cc1ccc(OC(C)C)cc1, [H-], [Na+], O. Yields the product COC(=O)C(C(=O)c1cc(OC)cc(OC)c1)c1ccc(OC(C)C)cc1. As a reaction SMILES: [CH3:32][C:33](=[O:34])[OH:35].[CH3:36][c:37]1[cH:38][cH:39][cH:40][cH:41][cH:42]1.[CH3:3][O:4][c:5]1[cH:6][c:7]([C:8]([O:10][CH3:9])=[O:11])[cH:12][c:13]([O:15][CH3:16])[cH:14]1.[CH:17]([CH3:18])([CH3:19])[O:20][c:21]1[cH:22][cH:23][c:24]([CH2:27][C:28](=[O:29])[O:30][CH3:31])[cH:25][cH:26]1.[H-:1].[Na+:2].[OH2:43]>>[CH3:3][O:4][c:5]1[cH:6][c:7]([C:8](=[O:10])[CH:27]([c:24]2[cH:23][cH:22][c:21]([O:20][CH:17]([CH3:18])[CH3:19])[cH:26][cH:25]2)[C:28](=[O:29])[O:30][CH3:31])[cH:12][c:13]([O:15][CH3:16])[cH:14]1. Starting materials: NC1=NC(=NC=C1C(=O)C1=C(C(=CC=C1OC)F)F)N[C@@H]1CC[C@H](CC1)NCCO (trans-[4-amino-2-[4-(2-hydroxy-ethylamino)-cyclohexylamino]-pyrimidin-5-yl]-(2,3-difluoro-6-methoxy-phenyl)-methanone), BrCCO (2-bromoethanol), C([O-])(O)=O.[Na+] (sodium bicarbonate). Run in O1CCOCC1 (1,4-dioxane). Run at temperature 113 celsius. Yields the product NC1=NC(=NC=C1C(=O)C1=C(C(=CC=C1OC)F)F)N[C@@H]1CC[C@H](CC1)N(CCO)CCO (Trans-(4-Amino-2-[4-[bis-(2-hydroxy-ethyl)-amino]-cyclohexylamino]-pyrimidin-5-yl)-(2,3-difluoro-6-methoxy-phenyl)-methanone). RXN SMILES: [NH2:1][C:2]1[C:7]([C:8]([C:10]2[C:15]([O:16][CH3:17])=[CH:14][CH:13]=[C:12]([F:18])[C:11]=2[F:19])=[O:9])=[CH:6][N:5]=[C:4]([NH:20][C@H:21]2[CH2:26][CH2:25][C@H:24]([NH:27][CH2:28][CH2:29][OH:30])[CH2:23][CH2:22]2)[N:3]=1.Br[CH2:32][CH2:33][OH:34].C(=O)(O)[O-].[Na+]>O1CCOCC1>[NH2:1][C:2]1[C:7]([C:8]([C:10]2[C:15]([O:16][CH3:17])=[CH:14][CH:13]=[C:12]([F:18])[C:11]=2[F:19])=[O:9])=[CH:6][N:5]=[C:4]([NH:20][C@H:21]2[CH2:26][CH2:25][C@H:24]([N:27]([CH2:32][CH2:33][OH:34])[CH2:28][CH2:29][OH:30])[CH2:23][CH2:22]2)[N:3]=1 |f:2.3|. Reported procedure: To a stirred solution of trans-[4-amino-2-[4-(2-hydroxy-ethylamino)-cyclohexylamino]-pyrimidin-5-yl]-(2,3-difluoro-6-methoxy-phenyl)-methanone (106 mg, 0.25 mmol, Example 120) in 1,4-dioxane (3 mL), 2-bromoethanol (80 uL, 1.12 mmol, Aldrich) and sodium bicarbonate (50 mg, 0.60 mmol) were added and the mixture was heated at 113° C. for 24 hours. The reaction was quenched with water and the mixture was extracted with ethyl acetate (3×10 mL) and the extracts were dried with sodium sulfate. The solv... Starting materials: C(C)OC(CC#N)=O (cyanoacetic acid ethyl ester), BrC1=CC=C(CNN)C=C1 (p-bromobenzylhydrazine), [Na] (sodium). Run in C(C)O (ethanol), C(C)O (ethanol). Reaction conditions: temperature 60 celsius. Yields the product NC=1NN(C(C1)=O)CC1=CC=C(C=C1)Br (3-Amino-1-(4-bromobenzyl)-pyrazol-5-one). Reaction SMILES: [Na].C([O:4][C:5](=O)[CH2:6][C:7]#[N:8])C.[Br:10][C:11]1[CH:19]=[CH:18][C:14]([CH2:15][NH:16][NH2:17])=[CH:13][CH:12]=1>C(O)C>[NH2:8][C:7]1[NH:17][N:16]([CH2:15][C:14]2[CH:18]=[CH:19][C:11]([Br:10])=[CH:12][CH:13]=2)[C:5](=[O:4])[CH:6]=1 |^1:0|. Procedure: 9.2 g of metallic sodium are dissolved in 200 ml of ethanol. A mixture of 25 g of cyanoacetic acid ethyl ester and 35 g of p-bromobenzylhydrazine in 50 ml of ethanol is then added at room temperature. The mixture is warmed to 60° C for 2 hours, the substance which was precipitated is filtered off and the filtrate is evaporated. The residue is taken up with water, the mixture is shaken with ether and the aqueous phase is acidified with dilute acetic acid. The crude product is purified by twice re...